From a dataset of the Open Reaction Database (ORD), a public repository of structured organic reaction records. describe an organic reaction: reactants, conditions, products, and yield Reactants: C1(=CC=CC=C1)C1C(=O)OCC1 (2-phenyl-γ-butyrolactone), COCCl (chloromethyl methyl ether), C(CCC)[Li] (Butyl lithium), C(C)(C)NC(C)C (diisopropylamine). Solvent: C1CCOC1 (THF), C1CCOC1 (THF), C1CCOC1 (THF). Conditions: temperature -90 celsius, time 30 minute. The product is C1(=CC=CC=C1)C1(C(=O)OCC1)COC (2-Phenyl-2-methoxymethyl-γ-butyrolactone). Isolated yield 82.2%. As a reaction SMILES: C([Li])CCC.C(NC(C)C)(C)C.[C:13]1([CH:19]2[CH2:24][CH2:23][O:22][C:20]2=[O:21])[CH:18]=[CH:17][CH:16]=[CH:15][CH:14]=1.[CH3:25][O:26][CH2:27]Cl>C1COCC1>[C:13]1([C:19]2([CH2:25][O:26][CH3:27])[CH2:24][CH2:23][O:22][C:20]2=[O:21])[CH:14]=[CH:15][CH:16]=[CH:17][CH:18]=1. Procedure: Butyl lithium (62.5 mL of 1.6M solution in hexanes) was treated dropwise with a solution of diisopropylamine (14.0 mL) in THF (200 mL) at −20° C. and the resulted mixture was stirred for additional 30 min at the same temperature. After that the mixture was cooled to −90° C., treated dropwise with a solution of 2-phenyl-γ-butyrolactone (11.0 g) in THF (50 mL) and then stirred for 45 min at the same temperature. Next the reaction mixture was treated dropwise with a solution of chloromethyl methyl ... The reactants are COC(CC1=CC=C(C=C1)NC1=C(C=NC=C1)N)=O ([4-(3-amino-pyridin-4-ylamino)-phenyl]-acetic acid methyl ester), C(OCC)(OCC)OCC (triethyl orthoformate). Yields the product COC(CC1=CC=C(C=C1)N1C=NC=2C=NC=CC21)=O ((4-Imidazo[4,5-c]pyridin-1-yl-phenyl)-acetic acid methyl ester). As a reaction SMILES: [CH3:1][O:2][C:3](=[O:19])[CH2:4][C:5]1[CH:10]=[CH:9][C:8]([NH:11][C:12]2[CH:17]=[CH:16][N:15]=[CH:14][C:13]=2[NH2:18])=[CH:7][CH:6]=1.[CH:20](OCC)(OCC)OCC>>[CH3:1][O:2][C:3](=[O:19])[CH2:4][C:5]1[CH:6]=[CH:7][C:8]([N:11]2[C:12]3[CH:17]=[CH:16][N:15]=[CH:14][C:13]=3[N:18]=[CH:20]2)=[CH:9][CH:10]=1. Procedure: A mixture of 0.356 g of [4-(3-amino-pyridin-4-ylamino)-phenyl]-acetic acid methyl ester and 9.2 ml of triethyl orthoformate is stirred and refluxed for 2 hours. The mixture obtained is allowed to cool to rt and is concentrated in vacuo. (4-Imidazo[4,5-c]pyridin-1-yl-phenyl)-acetic acid methyl ester is obtained in the form of a solid: ES-MS: 268.1 [M+H]+; single peak at tR=2.03 min (System 1). Starting materials: C([O-])(O)=O.[Na+] (sodium bicarbonate), Cl.NO (hydroxylamine hydrochloride), FC(CC1=CC(=NC=C1)C#N)(F)F (4-(2,2,2-trifluoroethyl)pyridine-2-carbonitrile). Run in C(C)O (ethanol). Conditions: time 4 hour. Yields the product FC(CC1=CC(=NC=C1)C(=O)N)(F)F (4-(2,2,2-trifluoroethyl)pyridine-2-carboxamide). Isolated yield 91.2%. Reaction SMILES: C(=O)(O)[O-:2].[Na+].Cl.NO.[F:9][C:10]([F:21])([F:20])[CH2:11][C:12]1[CH:17]=[CH:16][N:15]=[C:14]([C:18]#[N:19])[CH:13]=1>C(O)C>[F:21][C:10]([F:9])([F:20])[CH2:11][C:12]1[CH:17]=[CH:16][N:15]=[C:14]([C:18]([NH2:19])=[O:2])[CH:13]=1 |f:0.1,2.3|. Procedure details: To 3 ml of ethanol were added 0.2 g of sodium bicarbonate and 0.17 g of hydroxylamine hydrochloride, and the mixture was heated to reflux for 1 hour. After allowing to cool, 0.3 g of 4-(2,2,2-trifluoroethyl)pyridine-2-carbonitrile was added at 0° C., and the mixture was stirred for 4 hours, and concentrated. To the residue was added water, the resultant solution was extracted with ethyl acetate three times, and the organic layers were combined, washed with an aqueous saturated sodium chloride so... Reactants: B(Br)(Br)Br (Boron tribromide), COC1=CC=C(C=C1)C1=CN(C2=CC(=CC=C12)N1CCNCC1)C1=CC=NC=C1 (3-(4-methoxyphenyl)-6-(piperazin-1-yl)-1-(pyridin-4-yl)-1H-indole), C([O-])(O)=O.[Na+] (sodium bicarbonate), C(C)(=O)OCC (ethyl acetate). Solvent: C(Cl)Cl (methylene chloride). Run at time 15 hour. The product is N1(CCNCC1)C1=CC=C2C(=CN(C2=C1)C1=CC=NC=C1)C1=CC=C(C=C1)O (4-(6-(piperazin-1-yl)-1-(pyridin-4-yl)-1H-indol-3-yl)phenol). The yield is 90.0%. Reaction SMILES: B(Br)(Br)Br.C[O:6][C:7]1[CH:12]=[CH:11][C:10]([C:13]2[C:21]3[C:16](=[CH:17][C:18]([N:22]4[CH2:27][CH2:26][NH:25][CH2:24][CH2:23]4)=[CH:19][CH:20]=3)[N:15]([C:28]3[CH:33]=[CH:32][N:31]=[CH:30][CH:29]=3)[CH:14]=2)=[CH:9][CH:8]=1.C(=O)(O)[O-].[Na+].C(OCC)(=O)C>C(Cl)Cl>[N:22]1([C:18]2[CH:17]=[C:16]3[C:21]([C:13]([C:10]4[CH:11]=[CH:12][C:7]([OH:6])=[CH:8][CH:9]=4)=[CH:14][N:15]3[C:28]3[CH:29]=[CH:30][N:31]=[CH:32][CH:33]=3)=[CH:20][CH:19]=2)[CH2:23][CH2:24][NH:25][CH2:26][CH2:27]1 |f:2.3|. Procedure: Boron tribromide (BBr3, 17 μL, 0.182 mmol) was added to a mixture solution of 3-(4-methoxyphenyl)-6-(piperazin-1-yl)-1-(pyridin-4-yl)-1H-indole (14 mg, 0.036 mmol) in methylene chloride (0.5 mL) at −78° C. After stirring at room temperature for 15 hours, the reaction solution was added to a mixture solution of saturated sodium bicarbonate aqueous solution and ethyl acetate and then extracted with ethyl acetate. The collected organic layer was washed with brine and concentrated under reduced pres... The reactants are ClC1=C(C=C2C(NC(=NC2=C1)N1N=CC(=C1)C(=O)OCC)=O)N1CCCCC1 (ethyl 1-(7-chloro-4-oxo-6-(piperidin-1-yl)-3,4-dihydroquinazolin-2-yl)-1H-pyrazole-4-carboxylate), C1(CC1)N (cyclopropylamine). Product: C1(CC1)NC1=NC(=NC2=CC(=C(C=C12)N1CCCCC1)Cl)N1N=CC(=C1)C(=O)O (1-(4-(Cyclopropylamino)-7-chloro-6-(piperidin-1-yl)quinazolin-2-yl)-1H-pyrazole-4-carboxylic acid). As a reaction SMILES: [Cl:1][C:2]1[CH:11]=[C:10]2[C:5]([C:6](=O)[NH:7][C:8]([N:12]3[CH:16]=[C:15]([C:17]([O:19]CC)=[O:18])[CH:14]=[N:13]3)=[N:9]2)=[CH:4][C:3]=1[N:23]1[CH2:28][CH2:27][CH2:26][CH2:25][CH2:24]1.[CH:29]1([NH2:32])[CH2:31][CH2:30]1>>[CH:29]1([NH:32][C:6]2[C:5]3[C:10](=[CH:11][C:2]([Cl:1])=[C:3]([N:23]4[CH2:28][CH2:27][CH2:26][CH2:25][CH2:24]4)[CH:4]=3)[N:9]=[C:8]([N:12]3[CH:16]=[C:15]([C:17]([OH:19])=[O:18])[CH:14]=[N:13]3)[N:7]=2)[CH2:31][CH2:30]1. Reported procedure: The above compound may be made analogous to Example 1 using ethyl 1-(7-chloro-4-oxo-6-(piperidin-1-yl)-3,4-dihydroquinazolin-2-yl)-1H-pyrazole-4-carboxylate in step D and cyclopropylamine in step E. MS (ESI): predicted mass calcd. for C20H21ClN6O2, 412.9 Reactants: C1COCCOCCOCCOCCO1, O=Cc1c[nH]c(-c2cccnc2F)c1Cl, [H-], [Na+], C1CCOC1, O=S(=O)(Cl)c1cccnc1. Yields the product O=Cc1cn(S(=O)(=O)c2cccnc2)c(-c2cccnc2F)c1Cl. As a reaction SMILES: [CH2:18]1[O:19][CH2:20][CH2:21][O:22][CH2:23][CH2:24][O:25][CH2:26][CH2:27][O:28][CH2:29][CH2:30][O:31][CH2:32]1.[Cl:1][c:2]1[c:3]([CH:14]=[O:15])[cH:4][nH:5][c:6]1-[c:7]1[c:8]([F:13])[n:9][cH:10][cH:11][cH:12]1.[H-:16].[Na+:17].[O:43]1[CH2:44][CH2:45][CH2:46][CH2:47]1.[n:33]1[cH:34][c:35]([S:39](=[O:40])(=[O:41])[Cl:42])[cH:36][cH:37][cH:38]1>>[Cl:1][c:2]1[c:3]([CH:14]=[O:15])[cH:4][n:5]([S:39]([c:35]2[cH:34][n:33][cH:38][cH:37][cH:36]2)(=[O:40])=[O:41])[c:6]1-[c:7]1[c:8]([F:13])[n:9][cH:10][cH:11][cH:12]1.